This data is from the Open Reaction Database (ORD), a public repository of structured organic reaction records. The task is: describe an organic reaction: reactants, conditions, products, and yield As a reaction SMILES: C([O:3][C:4](=O)[CH2:5][C:6]1[CH:11]=[CH:10][C:9]2[C:12]3[C:17]([NH:18][C:19]4[CH:24]=[CH:23][C:22]([O:25][CH2:26][C:27]5[CH:32]=[CH:31][CH:30]=[C:29]([F:33])[CH:28]=5)=[C:21]([Cl:34])[CH:20]=4)=[N:16][CH:15]=[N:14][C:13]=3[S:35][C:8]=2[CH:7]=1)C.[H-].C([Al+]CC(C)C)C(C)C>C1COCC1>[Cl:34][C:21]1[CH:20]=[C:19]([NH:18][C:17]2[C:12]3[C:9]4[CH:10]=[CH:11][C:6]([CH2:5][CH2:4][OH:3])=[CH:7][C:8]=4[S:35][C:13]=3[N:14]=[CH:15][N:16]=2)[CH:24]=[CH:23][C:22]=1[O:25][CH2:26][C:27]1[CH:32]=[CH:31][CH:30]=[C:29]([F:33])[CH:28]=1 |f:1.2|. Reported procedure: To a solution of ethyl[4-({3-chloro-4-[(3-fluorobenzyl)oxy]phenyl}amino)[1]benzothieno[2,3-d]pyrimidin-7-yl]acetate (858 mg, 1.64 mmol, 1 equiv) in THF (10 mL) was added 1M solution of diisobutylaluminum hydride in hexanes (6.6 mL, 6.57 mmol, 4 equiv) at 0° C. under nitrogen. The reaction was stirred at 0° C. for 1 h. The reaction mixture was quenched with Rochelle's salt followed by extraction with EtOAc (3×50 mL). The combined organic layers were washed with brine (100 mL) and water (100 mL), ... Run at temperature 0 celsius, time 1 hour. Starting materials: C(C)OC(CC1=CC2=C(C=C1)C1=C(N=CN=C1NC1=CC(=C(C=C1)OCC1=CC(=CC=C1)F)Cl)S2)=O (ethyl[4-({3-chloro-4-[(3-fluorobenzyl)oxy]phenyl}amino)[1]benzothieno[2,3-d]pyrimidin-7-yl]acetate), solution, [H-].C(C(C)C)[Al+]CC(C)C (diisobutylaluminum hydride), hexanes. The solvent is C1CCOC1 (THF). Yields the product ClC=1C=C(C=CC1OCC1=CC(=CC=C1)F)NC=1C2=C(N=CN1)SC1=C2C=CC(=C1)CCO (2-[4-({3-chloro-4-[(3-fluorobenzyl)oxy]phenyl}amino)[1]benzothieno[2,3-d]pyrimidin-7-yl]ethanol).